From a dataset of the Open Reaction Database (ORD), a public repository of structured organic reaction records. describe an organic reaction: reactants, conditions, products, and yield Starting materials: C=CC(=O)OCCCCCCOc1ccc(C(=O)O)cc1, CCOCOC(=O)C=Cc1ccc(O)cc1, ClCCl. Product: C=CC(=O)OCCCCCCOc1ccc(C(=O)Oc2ccc(C=CC(=O)OCOCC)cc2)cc1. RXN SMILES: [C:17]([CH:18]=[CH2:19])(=[O:20])[O:21][CH2:22][CH2:23][CH2:24][CH2:25][CH2:26][CH2:27][O:28][c:29]1[cH:30][cH:31][c:32]([C:33](=[O:34])[OH:35])[cH:36][cH:37]1.[CH2:1]([CH3:2])[O:3][CH2:4][O:5][C:6]([CH:7]=[CH:8][c:9]1[cH:10][cH:11][c:12]([OH:15])[cH:13][cH:14]1)=[O:16].[Cl:38][CH2:39][Cl:40]>>[CH2:1]([CH3:2])[O:3][CH2:4][O:5][C:6]([CH:7]=[CH:8][c:9]1[cH:10][cH:11][c:12]([O:15][C:33]([c:32]2[cH:31][cH:30][c:29]([O:28][CH2:27][CH2:26][CH2:25][CH2:24][CH2:23][CH2:22][O:21][C:17]([CH:18]=[CH2:19])=[O:20])[cH:37][cH:36]2)=[O:34])[cH:13][cH:14]1)=[O:16]. The reactants are CCO, O=C(O)c1coc2c1C(=O)CCC2. Yields the product CCOC(=O)c1coc2c1C(=O)CCC2. Reaction SMILES: [CH2:14]([CH3:15])[OH:16].[O:1]=[C:2]1[CH2:3][CH2:4][CH2:5][c:6]2[c:7]1[c:8]([C:11](=[O:12])[OH:13])[cH:9][o:10]2>>[O:1]=[C:2]1[CH2:3][CH2:4][CH2:5][c:6]2[c:7]1[c:8]([C:11](=[O:12])[O:13][CH2:14][CH3:15])[cH:9][o:10]2. Reported procedure: A mixture of methyl 9-[(2R,3R,4R,5R)-3,4-bis(acetyloxy)-5-(2-ethyl-2H-tetrazol-5-yl)tetrahydro-2-furanyl]-6-[(2,2-diphenylethyl)amino]-9H-purine-2-carboxylate (Preparation 30) (100 mg, 0.15 mmol) and 2-phenylethylamine (0.2 ml, 1.58 mmol) were heated together under a nitrogen atmosphere at 130° C. for three hours. The mixture was allowed to cool to room temperature and was then purified by column chromatography on silica gel eluting with a gradient system of ethyl acetate gradually changing to e... Product: C1(=CC=CC=C1)C(CNC1=C2N=CN(C2=NC(=N1)C(=O)NCCC1=CC=CC=C1)[C@@H]1O[C@@H]([C@H]([C@H]1O)O)C=1N=NN(N1)CC)C1=CC=CC=C1 (6-[(2,2-Diphenylethyl)amino]-9-[(2R,3R,4S,5R)-5-(2-ethyl-2H-tetrazol-5-yl)-3,4-dihydroxytetrahydro-2-furanyl]-N-(2-phenylethyl)-9H-purine-2-carboxamide). Run at temperature 130 celsius. The reactants are C(C)(=O)O[C@H]1[C@@H](O[C@@H]([C@H]1OC(C)=O)C=1N=NN(N1)CC)N1C2=NC(=NC(=C2N=C1)NCC(C1=CC=CC=C1)C1=CC=CC=C1)C(=O)OC (methyl 9-[(2R,3R,4R,5R)-3,4-bis(acetyloxy)-5-(2-ethyl-2H-tetrazol-5-yl)tetrahydro-2-furanyl]-6-[(2,2-diphenylethyl)amino]-9H-purine-2-carboxylate), C1(=CC=CC=C1)CCN (2-phenylethylamine). As a reaction SMILES: C([O:4][C@@H:5]1[C@H:9]([O:10]C(=O)C)[C@@H:8]([C:14]2[N:15]=[N:16][N:17]([CH2:19][CH3:20])[N:18]=2)[O:7][C@H:6]1[N:21]1[CH:29]=[N:28][C:27]2[C:22]1=[N:23][C:24]([C:45]([O:47]C)=O)=[N:25][C:26]=2[NH:30][CH2:31][CH:32]([C:39]1[CH:44]=CC=CC=1)[C:33]1[CH:38]=[CH:37][CH:36]=[CH:35][CH:34]=1)(=O)C.[C:49]1([CH2:55][CH2:56][NH2:57])[CH:54]=[CH:53][CH:52]=[CH:51][CH:50]=1>>[C:33]1([CH:32]([C:39]2[CH:8]=[CH:9][CH:5]=[CH:6][CH:44]=2)[CH2:31][NH:30][C:26]2[N:25]=[C:24]([C:45]([NH:57][CH2:56][CH2:55][C:49]3[CH:54]=[CH:53][CH:52]=[CH:51][CH:50]=3)=[O:47])[N:23]=[C:22]3[C:27]=2[N:28]=[CH:29][N:21]3[C@H:6]2[C@H:5]([OH:4])[C@H:9]([OH:10])[C@@H:8]([C:14]3[N:15]=[N:16][N:17]([CH2:19][CH3:20])[N:18]=3)[O:7]2)[CH:34]=[CH:35][CH:36]=[CH:37][CH:38]=1. Isolated yield 100.9%. Starting materials: Cl (hydrochloric acid), [H-].[Al+3].[Li+].[H-].[H-].[H-] (Lithium aluminium hydride), CC1=C(N=C(O1)C1=CC=CC=C1)COC1=CC=C(CN2N=C(C(=C2)CCC(=O)OC)C2=CC=CC=C2)C=C1 (methyl 3-[1-[4-(5-methyl-2-phenyl-4-oxazolylmethoxy)benzyl]-3-phenyl-1H-pyrazol-4-yl]propionate), O (water). The solvent is C(C)OCC (diethyl ether). Run at temperature 0 celsius, time 1 hour. Product: CC1=C(N=C(O1)C1=CC=CC=C1)COC1=CC=C(CN2N=C(C(=C2)CCCO)C2=CC=CC=C2)C=C1 (3-[1-[4-(5-methyl-2-phenyl-4-oxazolylmethoxy)benzyl]-3-phenyl-1H-pyrazol-4-yl]propan-1-ol). The yield is 91.9%. As a reaction SMILES: [H-].[Al+3].[Li+].[H-].[H-].[H-].[CH3:7][C:8]1[O:12][C:11]([C:13]2[CH:18]=[CH:17][CH:16]=[CH:15][CH:14]=2)=[N:10][C:9]=1[CH2:19][O:20][C:21]1[CH:44]=[CH:43][C:24]([CH2:25][N:26]2[CH:30]=[C:29]([CH2:31][CH2:32][C:33](OC)=[O:34])[C:28]([C:37]3[CH:42]=[CH:41][CH:40]=[CH:39][CH:38]=3)=[N:27]2)=[CH:23][CH:22]=1.O.Cl>C(OCC)C>[CH3:7][C:8]1[O:12][C:11]([C:13]2[CH:14]=[CH:15][CH:16]=[CH:17][CH:18]=2)=[N:10][C:9]=1[CH2:19][O:20][C:21]1[CH:44]=[CH:43][C:24]([CH2:25][N:26]2[CH:30]=[C:29]([CH2:31][CH2:32][CH2:33][OH:34])[C:28]([C:37]3[CH:38]=[CH:39][CH:40]=[CH:41][CH:42]=3)=[N:27]2)=[CH:23][CH:22]=1 |f:0.1.2.3.4.5|. Procedure details: Lithium aluminium hydride (262 mg) was added to a solution of methyl 3-[1-[4-(5-methyl-2-phenyl-4-oxazolylmethoxy)benzyl]-3-phenyl-1H-pyrazol-4-yl]propionate (3.50 g) in diethyl ether (50 ml) at 0° C., and the mixture was stirred at 0° C. for one hour. After adding water, the reaction mixture was acidified with diluted hydrochloric acid, which was extracted with ethyl acetate. The ethyl acetate layer was washed with saturated aqueous sodium chloride solution, dried (MgSO4), and then concentrated... The reactants are C(C1=CC=CC=C1)C1=CC2=C(C=N1)C(CN2)(C)C (6-benzyl-3,3-dimethyl-2,3-dihydro-pyrrolo[3,2-c]pyridine), ClCC(=O)Cl (chloroacetyl chloride), C(C)(=O)O.C(C)(=O)O.FCC1NCCNC1 (2-fluoromethyl-piperazine, diacetate salt). Yields the product C(C1=CC=CC=C1)C1=CC2=C(C=N1)C(CN2C(CN2CC(NCC2)CF)=O)(C)C (1-{6-Benzyl-3,3-dimethyl-1H,2H,3H-pyrrolo[3,2-c]pyridin-1-yl}-2-[3-(fluoromethyl)piperazin-1-yl]ethan-1-one). As a reaction SMILES: [CH2:1]([C:8]1[N:13]=[CH:12][C:11]2[C:14]([CH3:18])([CH3:17])[CH2:15][NH:16][C:10]=2[CH:9]=1)[C:2]1[CH:7]=[CH:6][CH:5]=[CH:4][CH:3]=1.Cl[CH2:20][C:21](Cl)=[O:22].C(O)(=O)C.C(O)(=O)C.[F:32][CH2:33][CH:34]1[CH2:39][NH:38][CH2:37][CH2:36][NH:35]1>>[CH2:1]([C:8]1[N:13]=[CH:12][C:11]2[C:14]([CH3:18])([CH3:17])[CH2:15][N:16]([C:21](=[O:22])[CH2:20][N:38]3[CH2:37][CH2:36][NH:35][CH:34]([CH2:33][F:32])[CH2:39]3)[C:10]=2[CH:9]=1)[C:2]1[CH:3]=[CH:4][CH:5]=[CH:6][CH:7]=1 |f:2.3.4|. Reported procedure: Prepared in an analogous method to that described in Prep 203 using 6-benzyl-3,3-dimethyl-2,3-dihydro-pyrrolo[3,2-c]pyridine, chloroacetyl chloride and 2-fluoromethyl-piperazine, diacetate salt. The product was purified by preparative HPLC (basic method) to provide the title compound (0.05 g). 1H NMR (Me-d3-OD): 8.24 (1H, s), 7.93 (1H, s), 7.36-7.14 (5H, m), 4.53-4.39 (1H, m), 4.39-4.26 (1H, m), 4.10 (2H, s), 4.05-3.66 (3H, m), 3.52-3.37 (2H, m), 3.25-2.76 (5H, m), 2.31 (1H, d), 2.25-2.08 (1H, m... The reactants are O=C(O)c1ccncc1Cl, Nc1cc2c(cc1O)C(F)(F)OC2(F)F, O, c1ccncc1. Product: O=C(Nc1cc2c(cc1O)C(F)(F)OC2(F)F)c1ccncc1Cl. As a reaction SMILES: [Cl:16][c:17]1[c:18]([C:19](=[O:20])[OH:21])[cH:22][cH:23][n:24][cH:25]1.[NH2:1][c:2]1[c:3]([OH:15])[cH:4][c:5]2[c:9]([cH:10]1)[C:8]([F:11])([F:12])[O:7][C:6]2([F:13])[F:14].[OH2:32].[cH:26]1[cH:27][cH:28][n:29][cH:30][cH:31]1>>[NH:1]([c:2]1[c:3]([OH:15])[cH:4][c:5]2[c:9]([cH:10]1)[C:8]([F:11])([F:12])[O:7][C:6]2([F:13])[F:14])[C:19]([c:18]1[c:17]([Cl:16])[cH:25][n:24][cH:23][cH:22]1)=[O:20]. Starting materials: [BH4-].[Na+] (sodium borohydride), C(CCCCCCCCCCCCCCCCCCCCC)OC=1C=C(CC2=C(C=O)C=CC(=C2)OC)C=C(C1)OCCCCCCCCCCCCCCCCCCCCCC (2-(3′,5′-Di(docosyloxy)benzyl)-4-methoxybenzaldehyde), Cl (Hydrochloric acid). Solvent: C1CCOC1.CCO (THF EtOH). Run at time 3.5 hour. Yields the product C(CCCCCCCCCCCCCCCCCCCCC)OC=1C=C(CC2=C(CO)C=CC(=C2)OC)C=C(C1)OCCCCCCCCCCCCCCCCCCCCCC (2-(3′,5′-di(docosyloxy)benzyl)-4-methoxybenzyl alcohol). Isolated yield 94.0%. As a reaction SMILES: [CH2:1]([O:23][C:24]1[CH:25]=[C:26]([CH:38]=[C:39]([O:41][CH2:42][CH2:43][CH2:44][CH2:45][CH2:46][CH2:47][CH2:48][CH2:49][CH2:50][CH2:51][CH2:52][CH2:53][CH2:54][CH2:55][CH2:56][CH2:57][CH2:58][CH2:59][CH2:60][CH2:61][CH2:62][CH3:63])[CH:40]=1)[CH2:27][C:28]1[CH:35]=[C:34]([O:36][CH3:37])[CH:33]=[CH:32][C:29]=1[CH:30]=[O:31])[CH2:2][CH2:3][CH2:4][CH2:5][CH2:6][CH2:7][CH2:8][CH2:9][CH2:10][CH2:11][CH2:12][CH2:13][CH2:14][CH2:15][CH2:16][CH2:17][CH2:18][CH2:19][CH2:20][CH2:21][CH3:22].[BH4-].[Na+].Cl>C1COCC1.CCO>[CH2:42]([O:41][C:39]1[CH:38]=[C:26]([CH:25]=[C:24]([O:23][CH2:1][CH2:2][CH2:3][CH2:4][CH2:5][CH2:6][CH2:7][CH2:8][CH2:9][CH2:10][CH2:11][CH2:12][CH2:13][CH2:14][CH2:15][CH2:16][CH2:17][CH2:18][CH2:19][CH2:20][CH2:21][CH3:22])[CH:40]=1)[CH2:27][C:28]1[CH:35]=[C:34]([O:36][CH3:37])[CH:33]=[CH:32][C:29]=1[CH2:30][OH:31])[CH2:43][CH2:44][CH2:45][CH2:46][CH2:47][CH2:48][CH2:49][CH2:50][CH2:51][CH2:52][CH2:53][CH2:54][CH2:55][CH2:56][CH2:57][CH2:58][CH2:59][CH2:60][CH2:61][CH2:62][CH3:63] |f:1.2,4.5|. Procedure details: 2-(3′,5′-Di(docosyloxy)benzyl)-4-methoxybenzaldehyde (450 mg, 0.50 mmol) was dissolved in THF-EtOH (4 ml+0.5 ml), sodium borohydride (34 mg, 0.90 mmol) was added, and the mixture was stirred for 3.5 hr. 1N Hydrochloric acid was added dropwise to the reaction mixture to quench the reaction, and the mixture was extracted with chloroform (15 ml), washed once with 1N hydrochloric acid (10 ml), and 3 times with water (5 ml). The solvent was evaporated, and the obtained residue was precipitated with m...